From a dataset of the Open Reaction Database (ORD), a public repository of structured organic reaction records. describe an organic reaction: reactants, conditions, products, and yield Starting materials: CNC(OC1=CC(=C(C=C1)N)C)=O (3-methyl-4-aminophenyl N-methylcarbamate), ClCS(=O)(=O)Cl (chloromethanesulfonyl chloride). Yields the product CNC(OC1=CC(=C(C=C1)NS(=O)(=O)CCl)C)=O (3-methyl-4-(chloromethanesulfonamido)phenyl N-methylcarbamate). Reaction SMILES: [CH3:1][NH:2][C:3](=[O:13])[O:4][C:5]1[CH:10]=[CH:9][C:8]([NH2:11])=[C:7]([CH3:12])[CH:6]=1.[Cl:14][CH2:15][S:16](Cl)(=[O:18])=[O:17]>>[CH3:1][NH:2][C:3](=[O:13])[O:4][C:5]1[CH:10]=[CH:9][C:8]([NH:11][S:16]([CH2:15][Cl:14])(=[O:18])=[O:17])=[C:7]([CH3:12])[CH:6]=1. Procedure: According to the procedure of Example 2, 3-methyl-4-aminophenyl N-methylcarbamate (1.8g., 0.01 mole) was reacted with chloromethanesulfonyl chloride (1.63g., 0.011 mole). The product, recrystallized from ethanol/water, was an orange-red solid (m.p. 136.5°-38.5° C.). The reactants are CC1CN(Cc2ccc(N(C)C(=O)c3ccc(-c4ccccc4C#N)nc3)cc2)CCN1C(=O)OC(C)(C)C, ClCCl, O=C(O)C(F)(F)F. Product: CC1CN(Cc2ccc(N(C)C(=O)c3ccc(-c4ccccc4C#N)nc3)cc2)CCN1. RXN SMILES: [C:1](#[N:2])[c:3]1[c:4](-[c:9]2[cH:10][cH:11][c:12]([C:15](=[O:16])[N:17]([c:18]3[cH:19][cH:20][c:21]([CH2:24][N:25]4[CH2:26][CH:27]([CH3:38])[N:28]([C:31]([O:32][C:33]([CH3:34])([CH3:35])[CH3:36])=[O:37])[CH2:29][CH2:30]4)[cH:22][cH:23]3)[CH3:39])[cH:13][n:14]2)[cH:5][cH:6][cH:7][cH:8]1.[Cl:47][CH2:48][Cl:49].[F:40][C:41]([F:42])([F:43])[C:44]([OH:45])=[O:46]>>[C:1](#[N:2])[c:3]1[c:4](-[c:9]2[cH:10][cH:11][c:12]([C:15](=[O:16])[N:17]([c:18]3[cH:19][cH:20][c:21]([CH2:24][N:25]4[CH2:26][CH:27]([CH3:38])[NH:28][CH2:29][CH2:30]4)[cH:22][cH:23]3)[CH3:39])[cH:13][n:14]2)[cH:5][cH:6][cH:7][cH:8]1. Reactants: BrC1=CC=CC(=N1)C1=NC(=CC=C1)C1=C(C=CC(=C1)OC)O (6-bromo-6′-(2-hydroxy-5-methoxyphenyl)-2,2′-bipyridine), OC1=C(C=CC=C1C)B(O)O (2-hydroxy-3-methylphenylboronic acid). Product: OC1=C(C=C(C=C1)OC)C1=CC=CC(=N1)C1=NC(=CC=C1)C1=C(C(=CC=C1)C)O (6-(2-Hydroxy-5-methoxyphenyl)-6′-(2-hydroxy-3-methylphenyl)-2,2′-bipyridine). Isolated yield 65.0%. Reaction SMILES: Br[C:2]1[N:7]=[C:6]([C:8]2[CH:13]=[CH:12][CH:11]=[C:10]([C:14]3[CH:19]=[C:18]([O:20][CH3:21])[CH:17]=[CH:16][C:15]=3[OH:22])[N:9]=2)[CH:5]=[CH:4][CH:3]=1.[OH:23][C:24]1[C:29]([CH3:30])=[CH:28][CH:27]=[CH:26][C:25]=1B(O)O>>[OH:22][C:15]1[CH:16]=[CH:17][C:18]([O:20][CH3:21])=[CH:19][C:14]=1[C:10]1[N:9]=[C:8]([C:6]2[CH:5]=[CH:4][CH:3]=[C:2]([C:25]3[CH:26]=[CH:27][CH:28]=[C:29]([CH3:30])[C:24]=3[OH:23])[N:7]=2)[CH:13]=[CH:12][CH:11]=1. Procedure details: 6-(2-Hydroxy-5-methoxyphenyl)-6′-(2-hydroxy-3-methylphenyl)-2,2′-bipyridine was prepared from 6-bromo-6′-(2-hydroxy-5-methoxyphenyl)-2,2′-bipyridine and 2-hydroxy-3-methylphenylboronic acid in 65% yield using method F; δH [2H6]-DMSO 12.35,(1H, s), 8.37,(2H, m), 8.24,(2H, m), 8.17,(1H, d), 7.96,(1H, d), 7.65,(1H, s), 7.27,(1H, d), 7.02-6.86,(3H, m), 3.83,(3H, s), 8.09,(1H, s); MS 385 (MH)+; HPLC retention time (system 1) 4.31 minutes. Starting materials: C1(CCCC1)N1SC2=C(C1=O)C=CC(=C2)O (2-Cyclopentyl-6-hydroxybenzo[d]isothiazol-3(2H)-one), BrCC=1C=C(C=CC1)C1=CC=C(C=C1)C(=O)OC (methyl 3′-(bromomethyl)biphenyl-4-carboxylate). Product: C1(CCCC1)N1SC2=C(C1=O)C=CC(=C2)OCC=2C=C(C=CC2)C2=CC=C(C=C2)C(=O)O (3′-((2-cyclopentyl-3-oxo-2,3-dihydrobenzo[d]isothiazol-6-yloxy)methyl)biphenyl-4-carboxylic acid). Yield: 35.0%. Reaction SMILES: [CH:1]1([N:6]2[C:10](=[O:11])[C:9]3[CH:12]=[CH:13][C:14]([OH:16])=[CH:15][C:8]=3[S:7]2)[CH2:5][CH2:4][CH2:3][CH2:2]1.Br[CH2:18][C:19]1[CH:20]=[C:21]([C:25]2[CH:30]=[CH:29][C:28]([C:31]([O:33]C)=[O:32])=[CH:27][CH:26]=2)[CH:22]=[CH:23][CH:24]=1>>[CH:1]1([N:6]2[C:10](=[O:11])[C:9]3[CH:12]=[CH:13][C:14]([O:16][CH2:18][C:19]4[CH:20]=[C:21]([C:25]5[CH:30]=[CH:29][C:28]([C:31]([OH:33])=[O:32])=[CH:27][CH:26]=5)[CH:22]=[CH:23][CH:24]=4)=[CH:15][C:8]=3[S:7]2)[CH2:2][CH2:3][CH2:4][CH2:5]1. Procedure: 2-Cyclopentyl-6-hydroxybenzo[d]isothiazol-3(2H)-one (0.094 g, 0.4 mmol) and methyl 3′-(bromomethyl)biphenyl-4-carboxylate (0.146 g, 0.48 mmol) were processed according to the general procedure described for Example 19 to afford 3′-((2-cyclopentyl-3-oxo-2,3-dihydrobenzo[d]isothiazol-6-yloxy)methyl)biphenyl-4-carboxylic acid as a colorless solid in 35% yield over 2 steps (0.053 g, after HPLC purification). 1H NMR (400 MHz, DMSO-d6): δ 7.99 (d, 2H, J=8.6 Hz), 7.83-7.79 (m, 5H), 7.70-7.69 (m, 1H), 7...